From a dataset of the Open Reaction Database (ORD), a public repository of structured organic reaction records. describe an organic reaction: reactants, conditions, products, and yield Reactants: CC=1N=C2N(C=C(C=C2)N2C(C=C(C=C2)O)=O)C1C (1-(2,3-dimethylimidazo[1,2-a]pyridin-6-yl)-4-hydroxypyridin-2(1H)-one), ClC1=CC(=CS1)CO ((5-chlorothiophen-3-yl)methanol), C(CCC)P(CCCC)CCCC (tributylphosphine), N(=NC(=O)N1CCCCC1)C(=O)N1CCCCC1 (1,1′-(azodicarbonyl)dipiperidine). Solvent: C1CCOC1 (THF). Conditions: temperature 60 celsius, time 4 hour. Yields the product ClC1=CC(=CS1)COC1=CC(N(C=C1)C=1C=CC=2N(C1)C(=C(N2)C)C)=O (4-((5-Chlorothiophen-3-yl)methoxy)-1-(2,3-dimethylimidazo[1,2-a]pyridin-6-yl)pyridin-2(1H)-one). Isolated yield 39.7%. Reaction SMILES: [CH3:1][C:2]1[N:3]=[C:4]2[CH:9]=[CH:8][C:7]([N:10]3[CH:15]=[CH:14][C:13]([OH:16])=[CH:12][C:11]3=[O:17])=[CH:6][N:5]2[C:18]=1[CH3:19].[Cl:20][C:21]1[S:25][CH:24]=[C:23]([CH2:26]O)[CH:22]=1.C(P(CCCC)CCCC)CCC.N(C(N1CCCCC1)=O)=NC(N1CCCCC1)=O>C1COCC1>[Cl:20][C:21]1[S:25][CH:24]=[C:23]([CH2:26][O:16][C:13]2[CH:14]=[CH:15][N:10]([C:7]3[CH:8]=[CH:9][C:4]4[N:5]([C:18]([CH3:19])=[C:2]([CH3:1])[N:3]=4)[CH:6]=3)[C:11](=[O:17])[CH:12]=2)[CH:22]=1. Reported procedure: To a solution of 1-(2,3-dimethylimidazo[1,2-a]pyridin-6-yl)-4-hydroxypyridin-2(1H)-one (150 mg), (5-chlorothiophen-3-yl)methanol (174 mg) and tributylphosphine (358 mg) in THF (15 ml) was added 1,1′-(azodicarbonyl)dipiperidine (447 mg), and the mixture was stirred at 60° C. for 4 h. The reaction mixture was then cooled to room temperature, and concentrated in vacuo. The residue was diluted with DCM (100 ml), washed with water and brine successively, dried over Na2SO4, and concentrated in vacuo. ...